This data is from the Open Reaction Database (ORD), a public repository of structured organic reaction records. The task is: describe an organic reaction: reactants, conditions, products, and yield Starting materials: C(C)C=1C(C(CCC1C)(C)C)C(CC=C)=O (2-ethyl-3,6,6-trimethyl-1-[but-3-enoyl]-2-cyclohexene), C([O-])([O-])=O.[K+].[K+] (potassium carbonate). Run in CC(=O)C (acetone). Conditions: time 24 hour. The product is C(C)C=1C(C(CCC1C)(C)C)C(\C=C\C)=O (2-ethyl-3,6,6-trimethyl-1-crotonoyl-2-cyclohexene). The yield is 91.3%. As a reaction SMILES: [CH2:1]([C:3]1[CH:4]([C:12](=[O:16])[CH2:13][CH:14]=[CH2:15])[C:5]([CH3:11])([CH3:10])[CH2:6][CH2:7][C:8]=1[CH3:9])[CH3:2].C(=O)([O-])[O-].[K+].[K+]>CC(C)=O>[CH2:1]([C:3]1[CH:4]([C:12](=[O:16])/[CH:13]=[CH:14]/[CH3:15])[C:5]([CH3:11])([CH3:10])[CH2:6][CH2:7][C:8]=1[CH3:9])[CH3:2] |f:1.2.3|. Reported procedure: A suspension of 3.5 g (15.9 mmol) of 2-ethyl-3,6,6-trimethyl-1-[but-3-enoyl]-2-cyclohexene and 2.0 g of potassium carbonate in 40 ml of acetone is stirred at room temperature under nitrogen for 24 hours. The salt is removed by filtration and the filtrate concentrated. After fractional distillation, the residue yields 3.2 g (91.5%) of 2-ethyl-3,6,6-trimethyl-1-crotonoyl-2-cyclohexene; boiling point 59°-60° C/0.04 mm Hg; nD 20 = 1.4952. The reactants are CN(C)C=O, Clc1cc(Cl)ncn1, O, CC(C)OC(=O)N1CCC(O)CC1. The product is CC(C)OC(=O)N1CCC(Oc2cc(Cl)ncn2)CC1. Reaction SMILES: [CH3:23][N:24]([CH3:25])[CH:26]=[O:27].[Cl:1][c:2]1[n:3][cH:4][n:5][c:6]([Cl:8])[cH:7]1.[OH2:22].[OH:9][CH:10]1[CH2:11][CH2:12][N:13]([C:16](=[O:17])[O:18][CH:19]([CH3:20])[CH3:21])[CH2:14][CH2:15]1>>[c:2]1([O:9][CH:10]2[CH2:11][CH2:12][N:13]([C:16](=[O:17])[O:18][CH:19]([CH3:20])[CH3:21])[CH2:14][CH2:15]2)[n:3][cH:4][n:5][c:6]([Cl:8])[cH:7]1. Starting materials: C(C)(=O)O[C@@H]1[C@H](O[C@H]([C@@H]1OC(C)=O)N1C2=NC(=NC(=C2N=C1)Cl)C#N)COC(C)=O ((2R,3R,4R,5R)-4-(acetyloxy)-2-[(acetyloxy)methyl]-5-(6-chloro-2-cyano-9H-purin-9-yl)tetrahydro-3-furanyl acetate), CC=1C=C(C=CC1)C(CN)C1=CC(=CC=C1)C (2,2-bis(3-methylphenyl)ethanamine). Product: C(C)(=O)O[C@@H]1[C@H](O[C@H]([C@@H]1OC(C)=O)N1C2=NC(=NC(=C2N=C1)NCC(C1=CC(=CC=C1)C)C1=CC(=CC=C1)C)C#N)COC(C)=O ((2R,3R,4R,5R)-4-(Acetyloxy)-2-[(acetyloxy)methyl]-5-(6-{[2,2-bis(3-methylphenyl)ethyl]amino}-2-cyano-9H-purin-9-yl)tetrahydro-3-furanyl acetate). Reaction SMILES: [C:1]([O:4][C@H:5]1[C@@H:9]([O:10][C:11](=[O:13])[CH3:12])[C@H:8]([N:14]2[CH:22]=[N:21][C:20]3[C:15]2=[N:16][C:17]([C:24]#[N:25])=[N:18][C:19]=3Cl)[O:7][C@@H:6]1[CH2:26][O:27][C:28](=[O:30])[CH3:29])(=[O:3])[CH3:2].[CH3:31][C:32]1[CH:33]=[C:34]([CH:38]([C:41]2[CH:46]=[CH:45][CH:44]=[C:43]([CH3:47])[CH:42]=2)[CH2:39][NH2:40])[CH:35]=[CH:36][CH:37]=1>>[C:1]([O:4][C@H:5]1[C@@H:9]([O:10][C:11](=[O:13])[CH3:12])[C@H:8]([N:14]2[CH:22]=[N:21][C:20]3[C:15]2=[N:16][C:17]([C:24]#[N:25])=[N:18][C:19]=3[NH:40][CH2:39][CH:38]([C:34]2[CH:35]=[CH:36][CH:37]=[C:32]([CH3:31])[CH:33]=2)[C:41]2[CH:46]=[CH:45][CH:44]=[C:43]([CH3:47])[CH:42]=2)[O:7][C@@H:6]1[CH2:26][O:27][C:28](=[O:30])[CH3:29])(=[O:3])[CH3:2]. Procedure: The title compound was prepared from (2R,3R,4R,5R)-4-(acetyloxy)-2-[(acetyloxy)methyl]-5-(6-chloro-2-cyano-9H-purin-9-yl)tetrahydro-3-furanyl acetate (Preparation 45) and 2,2-bis(3-methylphenyl)ethanamine (J. Med. Chem., 1988, 31(7), 1282) using a similar procedure to that of Preparation 64. Starting materials: C(CCCCCCCCCCCCC)OC1=C(C=CC=C1)NC(=O)C1=C(C2=CC=CC=C2C(=C1)SC1=NN=NN1C1=CC(=CC=C1)C(=O)O)O (2-(2-tetradecyloxyphenyl)carbamoyl-4-[1-(3-carboxyphenyl)-5-tetrazolylthio]-1-naphthol), C(=O)NNC1=CC=C(C=C1)N (1-formyl-2-(4-aminophenyl)hydrazine), C1(CCCCC1)N=C=NC1CCCCC1 (dicyclohexylcarbodiimide). Solvent: CN(C)C=O (DMF), CN(C)C=O (DMF). Run at time 2 hour. The product is C(=O)(NC1CCCCC1)NC1CCCCC1 (Dicyclohexylurea). The yield is 55.5%. As a reaction SMILES: C(O[C:16]1[CH:21]=[CH:20][CH:19]=[CH:18][C:17]=1[NH:22][C:23](C1C=C(SC2N(C3C=CC=C(C(O)=O)C=3)N=NN=2)C2C(=CC=CC=2)C=1O)=[O:24])CCCCCCCCCCCCC.C(NN[C:55]1[CH:60]=[CH:59][C:58]([NH2:61])=[CH:57][CH:56]=1)=O.C1(N=C=NC2CCCCC2)CCCCC1>CN(C=O)C>[C:23]([NH:61][CH:58]1[CH2:57][CH2:56][CH2:55][CH2:60][CH2:59]1)([NH:22][CH:17]1[CH2:18][CH2:19][CH2:20][CH2:21][CH2:16]1)=[O:24]. Procedure details: 13.9 g of 2-(2-tetradecyloxyphenyl)carbamoyl-4-[1-(3-carboxyphenyl)-5-tetrazolylthio]-1-naphthol and 3.0 g of 1-formyl-2-(4-aminophenyl)hydrazine were dissolved in 20 ml of DMF and to the solution was added dropwise with stirring 5 ml of a DMF solution containing 4.1 g of dicyclohexylcarbodiimide at 0° C. under nitrogen atmosphere. After the completion of the addition, the mixture was stirred for 2 hours and then further stirred at room temperature for 2 hours. Dicyclohexylurea formed was remove... Reactants: C(C)(C)(C)OC(NC1=C(C=C(C=C1)C1=CC(=CC=C1)F)N)=O ((3-amino-3′-fluoro-biphenyl-4-yl)-carbamic acid tert.-butyl ester), CC1(OC(C=C(O1)C=1C=C(C#N)C=CC1)=O)C (3-(2,2-dimethyl-6-oxo-6H-[1,3]dioxin-4-yl)-benzonitrile). Yields the product C(C)(C)(C)OC(NC1=C(C=C(C=C1)C1=CC(=CC=C1)F)NC(CC(=O)C1=CC(=CC=C1)C#N)=O)=O ({3-[3-(3-Cyano-phenyl)-3-oxo-propionylamino]-3′-fluoro-biphenyl-4-yl}-carbamic acid tert.-butyl ester). The yield is 59.6%. RXN SMILES: [C:1]([O:5][C:6](=[O:22])[NH:7][C:8]1[CH:13]=[CH:12][C:11]([C:14]2[CH:19]=[CH:18][CH:17]=[C:16]([F:20])[CH:15]=2)=[CH:10][C:9]=1[NH2:21])([CH3:4])([CH3:3])[CH3:2].CC1(C)[O:29][C:28]([C:30]2[CH:31]=[C:32]([CH:35]=[CH:36][CH:37]=2)[C:33]#[N:34])=[CH:27][C:26](=O)[O:25]1>>[C:1]([O:5][C:6](=[O:22])[NH:7][C:8]1[CH:13]=[CH:12][C:11]([C:14]2[CH:19]=[CH:18][CH:17]=[C:16]([F:20])[CH:15]=2)=[CH:10][C:9]=1[NH:21][C:26](=[O:25])[CH2:27][C:28]([C:30]1[CH:37]=[CH:36][CH:35]=[C:32]([C:33]#[N:34])[CH:31]=1)=[O:29])([CH3:4])([CH3:2])[CH3:3]. Procedure: Prepared from (3-amino-3′-fluoro-biphenyl-4-yl)-carbamic acid tert.-butyl ester (Example G38) (151 mg, 0.5 mmol) and 3-(2,2-dimethyl-6-oxo-6H-[1,3]dioxin-4-yl)-benzonitrile (Example J4) (175 mg, 0.76 mmol) according to the general procedure K. Obtained as an orange solid (141 mg). Reactants: OB(O)c1ccc(CCBr)cc1, O=C([O-])[O-], CN(C)C=O, [K+], [K+], O=[N+]([O-])c1ncc[nH]1. Product: O=[N+]([O-])c1nc(CCc2ccc(B(O)O)cc2)c[nH]1. Reaction SMILES: [Br:1][CH2:2][CH2:3][c:4]1[cH:5][cH:6][c:7]([B:10]([OH:11])[OH:12])[cH:8][cH:9]1.[C:21](=[O:22])([O-:23])[O-:24].[CH3:27][N:28]([CH3:29])[CH:30]=[O:31].[K+:25].[K+:26].[N+:13](=[O:14])([O-:15])[c:16]1[nH:17][cH:18][cH:19][n:20]1>>[CH2:2]([CH2:3][c:4]1[cH:5][cH:6][c:7]([B:10]([OH:11])[OH:12])[cH:8][cH:9]1)[c:19]1[cH:18][nH:17][c:16]([N+:13](=[O:14])[O-:15])[n:20]1. Reactants: NC1=NC(=CC(=C1)C)CCC1=NC=2C(=NC=C(C2)Br)N1 (2-[2-(2-amino4-methylpyridin-6-yl)ethyl]-6-bromo-3H-imidazo[4,5-b]pyridine), C(C1=CC=CC=C1)OC=1C=C(C=CC1)B(O)O (3-benzyloxyphenylboronic acid), PdCl2(PCy3)2. Solvent: O1CCOCC1 (dioxane), C(=O)([O-])[O-].[Na+].[Na+] (Na2CO3). The product is C(C1=CC=CC=C1)OC=1C=C(C=CC1)C=1C=C2C(=NC1)NC(=N2)CCC2=CC(=CC(=N2)N)C (6-{2-[6-(3-Benzyloxy-phenyl)-3H-imidazo[4,5-b]pyridin-2-yl]-ethyl}-4-methyl-pyridin-2-ylamine). The yield is 61.0%. Reaction SMILES: [NH2:1][C:2]1[CH:7]=[C:6]([CH3:8])[CH:5]=[C:4]([CH2:9][CH2:10][C:11]2[NH:20][C:14]3=[N:15][CH:16]=[C:17](Br)[CH:18]=[C:13]3[N:12]=2)[N:3]=1.[CH2:21]([O:28][C:29]1[CH:30]=[C:31](B(O)O)[CH:32]=[CH:33][CH:34]=1)[C:22]1[CH:27]=[CH:26][CH:25]=[CH:24][CH:23]=1>O1CCOCC1.C([O-])([O-])=O.[Na+].[Na+]>[CH2:21]([O:28][C:29]1[CH:34]=[C:33]([C:17]2[CH:18]=[C:13]3[N:12]=[C:11]([CH2:10][CH2:9][C:4]4[N:3]=[C:2]([NH2:1])[CH:7]=[C:6]([CH3:8])[CH:5]=4)[NH:20][C:14]3=[N:15][CH:16]=2)[CH:32]=[CH:31][CH:30]=1)[C:22]1[CH:27]=[CH:26][CH:25]=[CH:24][CH:23]=1 |f:3.4.5|. Procedure details: The title compound is synthesized according to General Procedure A. 150 mg of 2-[2-(2-amino4-methylpyridin-6-yl)ethyl]-6-bromo-3H-imidazo[4,5-b]pyridine in 7.5 ml dioxane, 1.36 ml Na2CO3 solution, 116 mg of 3-benzyloxyphenylboronic acid, 20 mg of PdCl2(PCy3)2, 120° C. for 48 h, 20 ml of CH2Cl2/H2O, 220 mg of crude title compound is purified by re-crystallization from 6.0 ml isopropyl alcohol to yield 120 mg of the title compound. M.p. 181° C. ESI-MS: 436.3 (MH+). TLC: Rf=0.30 (dichloromethane/me... The reactants are CN([C@@H](CCSC)C(=O)O)C(C1=C(C=C(C=C1)C#CC=1C=NC=CC1)C1=C(C=CC=C1)C)=O (Methyl N-[4-(2-pyrid-3-ylethyn-1-yl)-2-(2-methylphenyl)benzoyl]methionine), [Li+].[OH-] (LiOH). Solvent: CO (MeOH). Reaction conditions: time 18 hour. Product: N1=CC(=CC=C1)C#CC1=CC(=C(C(=O)N[C@@H](CCSC)C(=O)O)C=C1)C1=C(C=CC=C1)C (N-[4-(2-Pyrid-3-ylethyn-1-yl)-2-(2-methylphenyl)benzoyl]methionine). Yield: 87.5%. As a reaction SMILES: C[N:2]([C:11](=[O:33])[C:12]1[CH:17]=[CH:16][C:15]([C:18]#[C:19][C:20]2[CH:21]=[N:22][CH:23]=[CH:24][CH:25]=2)=[CH:14][C:13]=1[C:26]1[CH:31]=[CH:30][CH:29]=[CH:28][C:27]=1[CH3:32])[C@H:3]([C:8]([OH:10])=[O:9])[CH2:4][CH2:5][S:6][CH3:7].[Li+].[OH-]>CO>[N:22]1[CH:23]=[CH:24][CH:25]=[C:20]([C:19]#[C:18][C:15]2[CH:16]=[CH:17][C:12]([C:11]([NH:2][C@H:3]([C:8]([OH:10])=[O:9])[CH2:4][CH2:5][S:6][CH3:7])=[O:33])=[C:13]([C:26]3[CH:31]=[CH:30][CH:29]=[CH:28][C:27]=3[CH3:32])[CH:14]=2)[CH:21]=1 |f:1.2|. Procedure: Methyl N-[4-(2-pyrid-3-ylethyn-1-yl)-2-(2-methylphenyl)benzoyl]methionine (43 mg, 0.09 mmol) was dissolved in MeOH (2 mL) and treated with excess 1 M LiOH. After 18 h at room temperature, the reaction was evaporated, and partitioned between ether and water. The aqueous layer was acidified with 1 M HCl and extracted with EtOAc. The combined extracts were washed with water and brine, dried over Na2SO4, and evaporated to provide 35 mg of the title compound. MS m/e 445 (M+H)+. 1H NMR (CDCl3, 300 MHz...